The task is: describe an organic reaction: reactants, conditions, products, and yield. This data is from the Open Reaction Database (ORD), a public repository of structured organic reaction records. Starting materials: [OH-].[K+] (KOH), ClC1=CC(=C(N=N1)OC)NCCCCN1CCN(CC1)C1=C(C=CC=C1)OC (6-chloro-3-methoxy-4-((4-(4-(2-methoxyphenyl)-1-piperazinyl)butyl)amino)-pyridazine), O (water), Br (HBr). Isolated yield 99.7%. Run in C(C)(=O)O (acetic acid). Reported procedure: 4.00 g (0.00985 mol) of 6-chloro-3-methoxy-4-((4-(4-(2-methoxyphenyl)-1-piperazinyl)butyl)amino)-pyridazine are dissolved in 40 ml of glacial acetic acid, and 40 ml of 63% strength HBr are added. The mixture is refluxed for 2 hours, 200 ml of water are added, 30% strength KOH is added to pH 6, and the precipitated substance is filtered off with suction and thoroughly washed with water. 3.85 g (99.7% of theory) of 6-chloro-4-((4-(4-(2-methoxyphenyl)-1-piperazinyl)butyl)amino)-3(2H)-pyridazinone a... Product: ClC=1C=C(C(NN1)=O)NCCCCN1CCN(CC1)C1=C(C=CC=C1)OC (6-chloro-4-((4-(4-(2-methoxyphenyl)-1-piperazinyl)butyl)amino)-3(2H)-pyridazinone). Reaction SMILES: [Cl:1][C:2]1[N:7]=[N:6][C:5]([O:8]C)=[C:4]([NH:10][CH2:11][CH2:12][CH2:13][CH2:14][N:15]2[CH2:20][CH2:19][N:18]([C:21]3[CH:26]=[CH:25][CH:24]=[CH:23][C:22]=3[O:27][CH3:28])[CH2:17][CH2:16]2)[CH:3]=1.Br.O.[OH-].[K+]>C(O)(=O)C>[Cl:1][C:2]1[CH:3]=[C:4]([NH:10][CH2:11][CH2:12][CH2:13][CH2:14][N:15]2[CH2:20][CH2:19][N:18]([C:21]3[CH:26]=[CH:25][CH:24]=[CH:23][C:22]=3[O:27][CH3:28])[CH2:17][CH2:16]2)[C:5](=[O:8])[NH:6][N:7]=1 |f:3.4|. Reactants: CCN=C=NCCCN(C)C, Nc1cc(-c2ccccc2)ccc1O, O=C(O)c1ccc(C(C(=O)Nc2ccccc2)C(=O)Nc2ccccc2)cc1, CN(C)C=O, On1nnc2ccccc21. Product: O=C(Nc1cc(-c2ccccc2)ccc1O)c1ccc(C(C(=O)Nc2ccccc2)C(=O)Nc2ccccc2)cc1. RXN SMILES: [CH3:29][CH2:30][N:31]=[C:32]=[N:33][CH2:34][CH2:35][CH2:36][N:37]([CH3:38])[CH3:39].[NH2:50][c:51]1[c:52]([OH:63])[cH:53][cH:54][c:55](-[c:57]2[cH:58][cH:59][cH:60][cH:61][cH:62]2)[cH:56]1.[NH:1]([c:2]1[cH:3][cH:4][cH:5][cH:6][cH:7]1)[C:8]([CH:9]([C:10](=[O:11])[NH:12][c:13]1[cH:14][cH:15][cH:16][cH:17][cH:18]1)[c:19]1[cH:20][cH:21][c:22]([C:23](=[O:24])[OH:25])[cH:26][cH:27]1)=[O:28].[O:64]=[CH:65][N:66]([CH3:67])[CH3:68].[OH:40][n:41]1[c:42]2[c:43]([cH:44][cH:45][cH:46][cH:47]2)[n:48][n:49]1>>[NH:1]([c:2]1[cH:3][cH:4][cH:5][cH:6][cH:7]1)[C:8]([CH:9]([C:10](=[O:11])[NH:12][c:13]1[cH:14][cH:15][cH:16][cH:17][cH:18]1)[c:19]1[cH:20][cH:21][c:22]([C:23](=[O:25])[NH:50][c:51]2[c:52]([OH:63])[cH:53][cH:54][c:55](-[c:57]3[cH:58][cH:59][cH:60][cH:61][cH:62]3)[cH:56]2)[cH:26][cH:27]1)=[O:28]. Reactants: C1CSCCN1, CN(C)C=O, CCNc1cc2ncnc(NCCCCCCl)c2cc1[N+](=O)[O-]. The product is CCNc1cc2ncnc(NCCCCCN3CCSCC3)c2cc1[N+](=O)[O-]. As a reaction SMILES: [CH2:1]1[CH2:2][S:3][CH2:4][CH2:5][NH:6]1.[CH3:30][N:31]([CH3:32])[CH:33]=[O:34].[Cl:7][CH2:8][CH2:9][CH2:10][CH2:11][CH2:12][NH:13][c:14]1[n:15][cH:16][n:17][c:18]2[cH:19][c:20]([NH:27][CH2:28][CH3:29])[c:21]([N+:24](=[O:25])[O-:26])[cH:22][c:23]12>>[CH2:1]1[CH2:2][S:3][CH2:4][CH2:5][N:6]1[CH2:8][CH2:9][CH2:10][CH2:11][CH2:12][NH:13][c:14]1[n:15][cH:16][n:17][c:18]2[cH:19][c:20]([NH:27][CH2:28][CH3:29])[c:21]([N+:24](=[O:25])[O-:26])[cH:22][c:23]12. Starting materials: C1(=CC=CC=C1)C=1C=CC(=NC1C1=CC=CC=C1)C(CC)=O (1-(5,6-diphenyl-pyridin-2-yl)-propan-1-one), N1=CC=CC=C1 (pyridine), C1(=CC=CC=C1)C=1C=CC(=NC1C1=CC=CC=C1)C(CC)=O (1-(5,6-diphenyl-pyridin-2-yl)-propan-1-one), NO.Cl (NH2OH—HCl). The solvent is CCO (EtOH). The product is C1(=CC=CC=C1)C=1C=CC(=NC1C1=CC=CC=C1)C(CC)=NO (1-(5,6-Diphenyl-pyridin-2-yl)-propan-1-one Oxime). Reaction SMILES: [C:1]1([C:7]2[CH:8]=[CH:9][C:10]([C:19](=O)[CH2:20][CH3:21])=[N:11][C:12]=2[C:13]2[CH:18]=[CH:17][CH:16]=[CH:15][CH:14]=2)[CH:6]=[CH:5][CH:4]=[CH:3][CH:2]=1.[NH2:23][OH:24].Cl.N1C=CC=CC=1>CCO>[C:1]1([C:7]2[CH:8]=[CH:9][C:10]([C:19](=[N:23][OH:24])[CH2:20][CH3:21])=[N:11][C:12]=2[C:13]2[CH:18]=[CH:17][CH:16]=[CH:15][CH:14]=2)[CH:6]=[CH:5][CH:4]=[CH:3][CH:2]=1 |f:1.2|. Reported procedure: Following General Procedure P, 1-(5,6-diphenyl-pyridin-2-yl)-propan-1-one (Compound 76, 90 mg, 0.31 mmol), NH2OH—HCl (87 mg, 1.25 mmol) and pyridine (272 mg, 0.27 mmol) in EtOH (2 ml) were reacted to give title compound as a white solid. Reactants: [N+](=O)([O-])C1=CC=C(C=C1)C1CCN(CC1)C1=CC=NC=C1 (4-(4-Nitrophenyl)-1-(4-pyridyl)piperidine). Reagents/catalysts: [Pd] (palladium/carbon). Run in CO (methanol). Conditions: time 3 hour. Product: NC1=CC=C(C=C1)C1CCN(CC1)C1=CC=NC=C1 (4-(4-Aminophenyl)-1-(4-pyridyl)piperidine). The yield is 97.9%. RXN SMILES: [N+:1]([C:4]1[CH:9]=[CH:8][C:7]([CH:10]2[CH2:15][CH2:14][N:13]([C:16]3[CH:21]=[CH:20][N:19]=[CH:18][CH:17]=3)[CH2:12][CH2:11]2)=[CH:6][CH:5]=1)([O-])=O>CO.[Pd]>[NH2:1][C:4]1[CH:9]=[CH:8][C:7]([CH:10]2[CH2:11][CH2:12][N:13]([C:16]3[CH:21]=[CH:20][N:19]=[CH:18][CH:17]=3)[CH2:14][CH2:15]2)=[CH:6][CH:5]=1. Procedure details: A mixture of the product from part (i) (0.24 g) and 5% palladium/carbon (25 mg) in methanol (20 ml) was hydrogenated at 3.5 bars and 21° for 3 hours. The catalyst was filtered off and the filtrate was evaporated to give the title compound, (0.21 g), m.p. 196°-197° (from ethyl acetate/hexane).